Dataset: the Open Reaction Database (ORD), a public repository of structured organic reaction records. Task: describe an organic reaction: reactants, conditions, products, and yield Run in CS(=O)C.O1CCCC1 (dimethylsulfoxide tetrahydrofuran). Run at temperature 2 celsius, time 16 hour. Procedure details: A solution of 2.585 g of 2-methyl-3-(4-chlorobenzoyl)benzaldehyde and 5.49 g of ω-carbethoxyhexyl triphenyl phosphonium bromide in 25 ml of a 1:1 dimethylsulfoxidetetrahydrofuran mixture was added with stirring in 3 minutes to 520 mg of a 60% oil suspension of sodium hydride in 15 ml of a 1:1 dimethylsulfoxide-tetrahydrofuran mixture cooled to 2° C. and stirring was continued for 16 hours at 24° C. after the temperature had risen. The mixture was then cooled to 5° C. and 2 ml of acetic acid were... The product is ClC1=CC=C(C(=O)C=2C(=C(C=CC2)C=CCCCCCC(=O)O)C)C=C1 (8-[3'-(4-chlorobenzoyl)-2'-methyl-phenyl]-oct-7-enoic acid). As a reaction SMILES: [CH3:1][C:2]1[C:9]([C:10](=[O:18])[C:11]2[CH:16]=[CH:15][C:14]([Cl:17])=[CH:13][CH:12]=2)=[CH:8][CH:7]=[CH:6][C:3]=1[CH:4]=O.[H-].[Na+].[C:21]([OH:24])(=[O:23])[CH3:22]>CS(C)=O.O1CCCC1>[Cl:17][C:14]1[CH:15]=[CH:16][C:11]([C:10]([C:9]2[C:2]([CH3:1])=[C:3]([CH:4]=[CH:4][CH2:3][CH2:2][CH2:9][CH2:8][CH2:22][C:21]([OH:24])=[O:23])[CH:6]=[CH:7][CH:8]=2)=[O:18])=[CH:12][CH:13]=1 |f:1.2,4.5|. The reactants are C(C)(=O)O (acetic acid), CC1=C(C=O)C=CC=C1C(C1=CC=C(C=C1)Cl)=O (2-methyl-3-(4-chlorobenzoyl)benzaldehyde), ω-carbethoxyhexyl triphenyl phosphonium bromide, oil, [H-].[Na+] (sodium hydride). The reactants are NC1=NC(=NC2=CC(=C(C=C12)OC)OC)N1CC2=CC(=CC=C2CC1)[N+](=O)[O-] (4-Amino-6,7-dimethoxy-2-(7-nitro-1,2,3,4-tetrahydroisoquinolin-2-yl)quinazoline), product, stannous chloride. The solvent is Cl (hydrochloric acid), Cl (hydrochloric acid). Run at temperature 0 celsius. The product is NC1=NC(=NC2=CC(=C(C=C12)OC)OC)N1CC2=CC(=CC=C2CC1)N (4-amino-2-(7-amino-1,2,3,4-tetrahydroisoquinolin-2-yl)-6,7-dimethoxyquinazoline). Reaction SMILES: [NH2:1][C:2]1[C:11]2[C:6](=[CH:7][C:8]([O:14][CH3:15])=[C:9]([O:12][CH3:13])[CH:10]=2)[N:5]=[C:4]([N:16]2[CH2:25][CH2:24][C:23]3[C:18](=[CH:19][C:20]([N+:26]([O-])=O)=[CH:21][CH:22]=3)[CH2:17]2)[N:3]=1>Cl>[NH2:1][C:2]1[C:11]2[C:6](=[CH:7][C:8]([O:14][CH3:15])=[C:9]([O:12][CH3:13])[CH:10]=2)[N:5]=[C:4]([N:16]2[CH2:25][CH2:24][C:23]3[C:18](=[CH:19][C:20]([NH2:26])=[CH:21][CH:22]=3)[CH2:17]2)[N:3]=1. Procedure: 4-Amino-6,7-dimethoxy-2-(7-nitro-1,2,3,4-tetrahydroisoquinolin-2-yl)quinazoline (2.0 g.), the product of Example 12. was slurried in 6N hydrochloric acid solution (100 ml.) and the resulting mixture was cooled with stirring to 0° C. A solution of stannous chloride (20.0 g) in 6N hydrochloric acid (20 ml.) was then added, and the reaction mixture was heated gradually to 70° C., followed by cooling to give a white solid precipitate. The latter material was collected by means of suction filtration ... Reactants: C(C1=CC=CC=C1)OC(=O)N1CCC(CC1)CCC(=O)OCC (ethyl 3-(1-benzyloxycarbonylpiperidin-4-yl)propanoate), N1=CC=C(C=C1)N1CCN(CC1)CC(=O)N1CCC(CC1)CCC(=O)OCC (ethyl 3-[1-[2-[4-(4-pyridyl)piperazin-1-yl]acetyl]piperidin-4-yl]propanoate), N1=CC=C(C=C1)N1CCN(CC1)CC(=O)N1CCC(CC1)CCC(=O)OCC (ethyl 3-[1-[2-[4-(4-pyridyl)piperazin-1-yl]acetyl]piperidin-4-yl]propanoate), ethyl-1-bromoacetylpiperidin-4-ylpropanoate. Product: N1=CC=C(C=C1)N1CCN(CC1)CC(=O)N1CCC(CC1)CCC(=O)O (3-[1-[2-[4-(4-pyridyl)piperazin-1-yl]acetyl]piperidin-4-yl]propanoic acid). RXN SMILES: C(OC(N1CCC(CCC(OCC)=O)CC1)=O)C1C=CC=CC=1.[N:24]1[CH:29]=[CH:28][C:27]([N:30]2[CH2:35][CH2:34][N:33]([CH2:36][C:37]([N:39]3[CH2:44][CH2:43][CH:42]([CH2:45][CH2:46][C:47]([O:49]CC)=[O:48])[CH2:41][CH2:40]3)=[O:38])[CH2:32][CH2:31]2)=[CH:26][CH:25]=1>>[N:24]1[CH:29]=[CH:28][C:27]([N:30]2[CH2:31][CH2:32][N:33]([CH2:36][C:37]([N:39]3[CH2:40][CH2:41][CH:42]([CH2:45][CH2:46][C:47]([OH:49])=[O:48])[CH2:43][CH2:44]3)=[O:38])[CH2:34][CH2:35]2)=[CH:26][CH:25]=1. Procedure details: In a similar manner to that described in Example 103, ethyl 3-(1-benzyloxycarbonylpiperidin-4-yl)propanoate was converted to ethyl 3-[1-[2-[4-(4-pyridyl)piperazin-1-yl]acetyl]piperidin-4-yl]propanoate. The following intermediates were isolated: ethyl-1-bromoacetylpiperidin-4-ylpropanoate. NMR(CDCl3): δ, 1.1-1.4(2H,m); 1.25(3H,t); 1.5-1.7(3H,m); 1.7-1.9(2H,t); 2.3(2H,t); 2.5-2.7(1H,td); 3.0-3.2(1H,td); 3.8-4.0(2H,d +1H,m); 4.15(2H,q); 4.55(1H,m); m/e 306/308(M+H)+, ethyl 3-[1-[2-[4-(4-pyridyl)pip... Reactants: FC1=CC=C(OC2=C(C(=NN2C)C)C=NO)C=C1 (5-(4-fluorophenoxy)-1,3-dimethylpyrazole-4-carbaldehyde oxime), [OH-].[Na+] (sodium hydroxide), CS(=O)C (dimethyl sulfoxide), BrCC1=CC=C(C(=O)OC2CCCCC2)C=C1 (cyclohexyl 4-bromomethylbenzoate). The solvent is O (water). Reaction conditions: time 30 minute. Yields the product FC1=CC=C(OC2=C(C(=NN2C)C)C=NOCC2=CC=C(C(=O)OC3CCCCC3)C=C2)C=C1 (Cyclohexyl 4-[{5-(4-fluorophenoxy)-1,3-dimethylpyrazol-4-yl}methyleneaminooxymethyl]benzoate). The yield is 80.6%. Reaction SMILES: [F:1][C:2]1[CH:18]=[CH:17][C:5]([O:6][C:7]2[N:11]([CH3:12])[N:10]=[C:9]([CH3:13])[C:8]=2[CH:14]=[N:15][OH:16])=[CH:4][CH:3]=1.[OH-].[Na+].CS(C)=O.Br[CH2:26][C:27]1[CH:41]=[CH:40][C:30]([C:31]([O:33][CH:34]2[CH2:39][CH2:38][CH2:37][CH2:36][CH2:35]2)=[O:32])=[CH:29][CH:28]=1>O>[F:1][C:2]1[CH:3]=[CH:4][C:5]([O:6][C:7]2[N:11]([CH3:12])[N:10]=[C:9]([CH3:13])[C:8]=2[CH:14]=[N:15][O:16][CH2:26][C:27]2[CH:28]=[CH:29][C:30]([C:31]([O:33][CH:34]3[CH2:39][CH2:38][CH2:37][CH2:36][CH2:35]3)=[O:32])=[CH:40][CH:41]=2)=[CH:17][CH:18]=1 |f:1.2|. Procedure: 2.0 Grams (0.008 mole) of 5-(4-fluorophenoxy)-1,3-dimethylpyrazole-4-carbaldehyde oxime and 0.5 g (0.0125 mole) of powdery sodium hydroxide were added to 50 ml of dimethyl sulfoxide, and the resulting mixture was stirred for 30 minutes. To this solution was added 2.38 g (0.008 mole) of cyclohexyl 4-bromomethylbenzoate, and reaction was carried out at from 70° to 80° C. for 6 hours. After completion of the reaction, water was added to the reaction solution which was then extracted with ethyl acet... The reactants are C(C)OC(=O)N1CC=2C(=NC=3C=CC=CC3C2C)C(CC1)OC(=O)OCC (5-(ethoxy-carbonyloxy)-2,3,4,5-tetrahydro-11-methyl-1H-2-azepino[4,3-b]quinoline-carboxylic acid ethyl ester), Cl (hydrochloric acid). Product: Cl.Cl.OC1CCNCC=2C1=NC=1C=CC=CC1C2C (2,3,4,5-Tetrahydro-5-hydroxy-11-methyl-1H-azepino[4,3-b]quinoline dihydrochloride). The yield is 70.0%. RXN SMILES: C(OC([N:6]1[CH2:21][CH2:20][CH:19]([O:22]C(OCC)=O)[C:9]2=[N:10][C:11]3[CH:12]=[CH:13][CH:14]=[CH:15][C:16]=3[C:17]([CH3:18])=[C:8]2[CH2:7]1)=O)C.[ClH:28]>>[ClH:28].[ClH:28].[OH:22][CH:19]1[C:9]2=[N:10][C:11]3[CH:12]=[CH:13][CH:14]=[CH:15][C:16]=3[C:17]([CH3:18])=[C:8]2[CH2:7][NH:6][CH2:21][CH2:20]1 |f:2.3.4|. Reported procedure: 2,3,4,5-Tetrahydro-5-hydroxy-11-methyl-1H-azepino[4,3-b]quinoline dihydrochloride was prepared from 5-(ethoxy-carbonyloxy)-2,3,4,5-tetrahydro-11-methyl-1H-2-azepino[4,3-b]quinoline-carboxylic acid ethyl ester by hydrolysis with 2 N hydrochloric acid. Starting materials: O=C1CCC(=O)N1Br, Clc1ccc2ccccc2n1, [Na+], [OH-], O. Yields the product Clc1ccc2c(Br)cccc2n1. As a reaction SMILES: [Br:13][N:14]1[C:15](=[O:16])[CH2:17][CH2:18][C:19]1=[O:20].[Cl:1][c:2]1[n:3][c:4]2[cH:5][cH:6][cH:7][cH:8][c:9]2[cH:10][cH:11]1.[Na+:22].[OH-:21].[OH2:12]>>[Cl:1][c:2]1[n:3][c:4]2[cH:5][cH:6][cH:7][c:8]([Br:13])[c:9]2[cH:10][cH:11]1. Starting materials: O1[C@@H](CO)[C@H]1CCCCCCCCCCC ((2S, 3R)-2,3-Epoxy tetradecan-1-ol), COCCO[AlH2-]OCCOC.[Na+] (Red-Al). The solvent is O1CCCC1 (tetrahydrofuran). Reaction conditions: temperature 0 celsius, time 12 hour. Yields the product O[C@@H](CCO)CCCCCCCCCCC ((R)-3-Hydroxy tetradecan-1-ol). Isolated yield 87.9%. RXN SMILES: [O:1]1[C@H:5]([CH2:6][CH2:7][CH2:8][CH2:9][CH2:10][CH2:11][CH2:12][CH2:13][CH2:14][CH2:15][CH3:16])[C@@H:2]1[CH2:3][OH:4].COCCO[AlH2-]OCCOC.[Na+]>O1CCCC1>[OH:1][C@H:5]([CH2:6][CH2:7][CH2:8][CH2:9][CH2:10][CH2:11][CH2:12][CH2:13][CH2:14][CH2:15][CH3:16])[CH2:2][CH2:3][OH:4] |f:1.2|. Procedure details: To a solution of epoxide 8 (9.00 g, 40 mmol) in tetrahydrofuran (80 mL) at -20° C. was added a solution of Red-Al (40 mL, 3M) and the reaction temperature was slowly raised to 0° C. and subsequently to room temperature and stirred for 12 h. After completion of the reaction (TLC), the excess of Red-Al was quenched with methanol (10 mL) and poured in to a conical flask containing ethyl acetate (400 mL) and rochelle salt solution (100 mL) and stirred for 2 h until clear separation of two layers occ... Starting materials: C(C1=CC=CC=C1)ON1C(N(C2=C(C1=O)C=C(C(=N2)N2CCCC2)F)CC)=O (3-benzyloxy-1-ethyl-6-fluoro-7-pyrrolidin-1-yl-1H-pyrido[2,3-d]pyrimidine-2,4-dione). Reagents/catalysts: [Pd] (Pd/C). The solvent is CO (MeOH), C(C)(=O)OCC (ethyl acetate). Yields the product C(C)N1C(N(C(C2=C1N=C(C(=C2)F)N2CCCC2)=O)O)=O (1-Ethyl-6-fluoro-3-hydroxy-7-pyrrolidin-1-yl-1H-pyrido[2,3-d]pyrimidine-2,4dione). As a reaction SMILES: C([O:8][N:9]1[C:14](=[O:15])[C:13]2[CH:16]=[C:17]([F:25])[C:18]([N:20]3[CH2:24][CH2:23][CH2:22][CH2:21]3)=[N:19][C:12]=2[N:11]([CH2:26][CH3:27])[C:10]1=[O:28])C1C=CC=CC=1>CO.C(OCC)(=O)C.[Pd]>[CH2:26]([N:11]1[C:12]2[N:19]=[C:18]([N:20]3[CH2:24][CH2:23][CH2:22][CH2:21]3)[C:17]([F:25])=[CH:16][C:13]=2[C:14](=[O:15])[N:9]([OH:8])[C:10]1=[O:28])[CH3:27]. Reported procedure: Following the procedure of Example 32, hydrogenation of 3-benzyloxy-1-ethyl-6-fluoro-7-pyrrolidin-1-yl-1H-pyrido[2,3-d]pyrimidine-2,4-dione (Example X-2, 110 mg, 0.286 mmol) and 10% Pd/C (60 mg) in MeOH (2 mL) and ethyl acetate (3 mL) afforded 55 mg, of the title compound as a solid, mp 236-237° C. (decomp.). Starting materials: C1=CC=C(C=C1)OC2=CC=C(C=C2)Br (4-bromodiphenyl ether), C[O-].C(CCC)[Sn+](CCCC)CCCC (tributyltin methoxide), C(C)(=O)OC(=C)C (isopropenyl acetate), dichlorobis{tri(o-tolyl)phosphine}palladium, [F-].[K+] (potassium fluoride). The solvent is C1(=CC=CC=C1)C (toluene). Reaction conditions: time 1 hour. Product: O(C1=CC=CC=C1)C1=CC=C(C=C1)CC(C)=O (4-phenoxyphenylacetone). The yield is 83.0%. Reaction SMILES: [CH:1]1[CH:6]=[CH:5][C:4]([O:7][C:8]2[CH:13]=[CH:12][C:11](Br)=[CH:10][CH:9]=2)=[CH:3][CH:2]=1.C[O-].C([Sn+](CCCC)CCCC)CCC.C([O:33][C:34]([CH3:36])=[CH2:35])(=O)C.[F-].[K+]>C1(C)C=CC=CC=1>[O:7]([C:8]1[CH:13]=[CH:12][C:11]([CH2:35][C:34](=[O:33])[CH3:36])=[CH:10][CH:9]=1)[C:4]1[CH:5]=[CH:6][CH:1]=[CH:2][CH:3]=1 |f:1.2,4.5|. Reported procedure: 75.0 g of 4-bromodiphenyl ether, 129 ml of tributyltin methoxide, 45.0 g of isopropenyl acetate and 2,47 g of dichlorobis{tri(o-tolyl)phosphine}palladium, were dissolved in 300 ml of toluene and refluxed under heating for 3 hours. The reaction solution was left to cool to room temperature, and then, a saturated potassium fluoride aqueous solution was added, followed by stirring for one hour. Then, the product was subjected to celite filtration and washed with ethyl acetate. The filtrate and wash...